The task is: describe an organic reaction: reactants, conditions, products, and yield. This data is from the Open Reaction Database (ORD), a public repository of structured organic reaction records. Starting materials: C(C1=CC=CC=C1)OC1=C(C=C(C=O)C=C1)OC (4-benzyloxy-3-methoxybenzaldehyde), [Li+].CC(C)[N-]C(C)C (LDA), O(C1=CC=CC=C1)C(C(=O)O)C (2-phenoxypropionic acid), aldehyde. Solvent: C1CCOC1 (THF), C1CCCCC1 (cyclohexane), C1CCOC1 (THF). Reaction conditions: time 15 minute. Yields the product C(C1=CC=CC=C1)OC1=C(C=C(C=C1)C(C(C(=O)O)(OC1=CC=CC=C1)C)O)OC (3-(4-Benzyloxy-3-methoxyphenyl)-3-hydroxy-2-methyl-2-phenoxypropionic acid). RXN SMILES: [Li+].CC([N-]C(C)C)C.[O:9]([CH:16]([CH3:20])[C:17]([OH:19])=[O:18])[C:10]1[CH:15]=[CH:14][CH:13]=[CH:12][CH:11]=1.[CH2:21]([O:28][C:29]1[CH:36]=[CH:35][C:32]([CH:33]=[O:34])=[CH:31][C:30]=1[O:37][CH3:38])[C:22]1[CH:27]=[CH:26][CH:25]=[CH:24][CH:23]=1>C1CCCCC1.C1COCC1>[CH2:21]([O:28][C:29]1[CH:36]=[CH:35][C:32]([CH:33]([OH:34])[C:16]([CH3:20])([O:9][C:10]2[CH:15]=[CH:14][CH:13]=[CH:12][CH:11]=2)[C:17]([OH:19])=[O:18])=[CH:31][C:30]=1[O:37][CH3:38])[C:22]1[CH:23]=[CH:24][CH:25]=[CH:26][CH:27]=1 |f:0.1|. Procedure: A stirred solution of LDA in cyclohexane (1.5 M) was cooled to −20° C., to which a solution of 2-phenoxypropionic acid (10 g, 60.2 mmol) in THF (80.3 mL) was slowly added, keeping the temperature below −10° C. The resulting dianion solution was stirred for 15 min, then a solution of 4-benzyloxy-3-methoxybenzaldehyde (14.58 g, 60.2 mmol) in THF (80.3 mL) was added over 1 h, maintaining temperature below −10° C. Fifteen minutes after completion of aldehyde addition, the reaction mixture was poured... Reactants: C(CCCCCC)N(C1CC(CCCC1)C(=O)O)CC=C (3-[heptyl-(2-propenyl)amino]cycloheptanecarboxylic acid), [Li] (lithium), [H-] (hydride). The product is C(CCCCCC)N(C1CC(CCCC1)CO)CC=C (3-[Heptyl(2-propenyl)amino]cycloheptanemethanol). RXN SMILES: [CH2:1]([N:8]([CH2:19][CH:20]=[CH2:21])[CH:9]1[CH2:15][CH2:14][CH2:13][CH2:12][CH:11]([C:16](O)=[O:17])[CH2:10]1)[CH2:2][CH2:3][CH2:4][CH2:5][CH2:6][CH3:7].[Li].[H-]>>[CH2:1]([N:8]([CH2:19][CH:20]=[CH2:21])[CH:9]1[CH2:15][CH2:14][CH2:13][CH2:12][CH:11]([CH2:16][OH:17])[CH2:10]1)[CH2:2][CH2:3][CH2:4][CH2:5][CH2:6][CH3:7] |^1:21|. Procedure: In a manner similar to Preparation 5, react 3-[heptyl-(2-propenyl)amino]cycloheptanecarboxylic acid with lithium aluminun hydride to obtain the title compound.